This data is from the Open Reaction Database (ORD), a public repository of structured organic reaction records. The task is: describe an organic reaction: reactants, conditions, products, and yield Yields the product Cl, CC1(c2cccc(NC(=O)c3ccc(Br)cn3)c2)COCC(N)=N1. RXN SMILES: [C:1]([O:2][C:3](=[O:4])[NH:7][C:8]1=[N:13][C:12]([CH3:14])([c:15]2[cH:16][c:17]([NH:21][C:22](=[O:23])[c:24]3[n:25][cH:26][c:27]([Br:30])[cH:28][cH:29]3)[cH:18][cH:19][cH:20]2)[CH2:11][O:10][CH2:9]1)([CH3:5])([CH3:6])[CH3:31].[Cl:39][CH2:40][Cl:41].[ClH:32].[O:33]1[CH2:34][CH2:35][O:36][CH2:37][CH2:38]1>>[ClH:32].[NH2:7][C:8]1=[N:13][C:12]([CH3:14])([c:15]2[cH:16][c:17]([NH:21][C:22](=[O:23])[c:24]3[n:25][cH:26][c:27]([Br:30])[cH:28][cH:29]3)[cH:18][cH:19][cH:20]2)[CH2:11][O:10][CH2:9]1. Reactants: CC(C)(C)OC(=O)NC1=NC(C)(c2cccc(NC(=O)c3ccc(Br)cn3)c2)COC1, ClCCl, Cl, C1COCCO1.